Dataset: the Open Reaction Database (ORD), a public repository of structured organic reaction records. Task: describe an organic reaction: reactants, conditions, products, and yield The reactants are COC(=O)c1ccc(CCNC(=O)OC(C)(C)C)cc1, ClCCl, C1COCCO1, Cl. Yields the product Cl, COC(=O)c1ccc(CCN)cc1. RXN SMILES: [C:1]([O:2][C:3](=[O:4])[NH:8][CH2:9][CH2:10][c:11]1[cH:12][cH:13][c:14]([C:15](=[O:16])[O:17][CH3:18])[cH:19][cH:20]1)([CH3:5])([CH3:6])[CH3:7].[CH2:22]([Cl:23])[Cl:24].[CH2:25]1[O:26][CH2:27][CH2:28][O:29][CH2:30]1.[ClH:21]>>[ClH:21].[NH2:8][CH2:9][CH2:10][c:11]1[cH:12][cH:13][c:14]([C:15](=[O:16])[O:17][CH3:18])[cH:19][cH:20]1. Reaction SMILES: [CH3:1]O.[OH-].[Na+].Cl.[F:6][CH2:7][CH2:8][N:9](NC)[C:10](=[O:14])[C:11]([OH:13])=[O:12]>O>[F:6][CH2:7][CH2:8][N:9]([CH3:1])[C:10](=[O:14])[C:11]([OH:13])=[O:12] |f:1.2|. Procedure details: To a mixed solvent comprising 6 ml of methanol and 5 ml of water, there was suspended 1.56 g of N-(2-fluoroethyl)-N-methylmethoxyoxalylamide, then 3.2 g of a 15% aqueous solution of sodium hydroxide was dropwise added, with ice-cooling, to the suspension and then the mixture was stirred for one hour. Concentrated hydrochloric acid was added to the reaction system, the mixture was then extracted with ethyl acetate, the organic phase thus separated was washed with water, dried over magnesium sulfa... Reaction conditions: time 1 hour. Solvent: O (water). The reactants are CO (methanol), Cl (hydrochloric acid), N-(2-fluoroethyl)-N-methylmethoxyoxalylamide, aqueous solution, [OH-].[Na+] (sodium hydroxide), FCCN(C(C(=O)O)=O)NC (N-(2-fluoroethyl)-N-methylaminooxamic acid). The yield is 66.0%. Yields the product FCCN(C(C(=O)O)=O)C (N-(2-fluoroethyl)-N-methyloxamic acid). The reactants are COc1ccc(C(=O)N2c3ccccc3C(NC(=O)OCc3ccccc3)CC2C)cc1, CCO. The product is COc1ccc(C(=O)N2c3ccccc3C(N)CC2C)cc1. Reaction SMILES: [CH2:1]([O:2][C:3](=[O:4])[NH:10][CH:11]1[CH2:12][CH:13]([CH3:31])[N:14]([C:21]([c:22]2[cH:23][cH:24][c:25]([O:28][CH3:29])[cH:26][cH:27]2)=[O:30])[c:15]2[cH:16][cH:17][cH:18][cH:19][c:20]21)[c:5]1[cH:6][cH:7][cH:8][cH:9][cH:32]1.[CH3:33][CH2:34][OH:35]>>[NH2:10][CH:11]1[CH2:12][CH:13]([CH3:31])[N:14]([C:21]([c:22]2[cH:23][cH:24][c:25]([O:28][CH3:29])[cH:26][cH:27]2)=[O:30])[c:15]2[cH:16][cH:17][cH:18][cH:19][c:20]21. As a reaction SMILES: [CH2:26]([N:27]1[CH2:28][CH2:29][O:30][CH2:31][CH2:32]1)[CH3:33].[CH3:22][C:23](=[O:24])[O-:25].[CH3:35][N:36]([CH3:37])[CH:38]=[O:39].[Cl:1][c:2]1[c:3]([C:4](=[O:5])[O-:6])[cH:7][cH:8][cH:9][n:10]1.[ClH:34].[K+:11].[N+:12](=[O:13])([O-:14])[c:15]1[cH:16][c:17]([NH2:18])[cH:19][cH:20][cH:21]1>>[c:2]1([NH:18][c:17]2[cH:16][c:15]([N+:12](=[O:13])[O-:14])[cH:21][cH:20][cH:19]2)[c:3]([C:4](=[O:5])[OH:6])[cH:7][cH:8][cH:9][n:10]1. Reactants: CCN1CCOCC1, CC(=O)[O-], CN(C)C=O, O=C([O-])c1cccnc1Cl, Cl, [K+], Nc1cccc([N+](=O)[O-])c1. Product: O=C(O)c1cccnc1Nc1cccc([N+](=O)[O-])c1. Yields the product OC(C)(C=1C=NN(C1)C(C1=CC=CC=C1)(C1=CC=CC=C1)C1=CC=CC=C1)C1=CC=C(C(=O)OC)C=C1 (methyl 4-[1-hydroxy-1-(1-trityl-1H-pyrazol-4-yl)ethyl]benzoate). Reactants: [Li]CCCC (n-BuLi), BrC=1C=NN(C1)C(C1=CC=CC=C1)(C1=CC=CC=C1)C1=CC=CC=C1 (4-bromo-1-trityl-1H-pyrazole), C(C)(=O)C1=CC=C(C(=O)OC)C=C1 (methyl 4-acetylbenzoate). Conditions: temperature -78 celsius, time 1 hour. Procedure: n-BuLi (1.65 mL, 4 mmol) was added dropwise to a mixture of 4-bromo-1-trityl-1H-pyrazole (1.5 g, 3.8 mmol) in THF (15 mL) cooled to −78° C. Then the mixture was stirred at −78° C. for 1 hour. After methyl 4-acetylbenzoate (0.71 g, 3.8 mmol) in THF (1 mL) was added, the mixture was stirred at −78° C. for 2 hours, and then quenched with saturated aqueous ammonium chloride solution. The mixture was extracted with ethyl acetate. The organic layer was concentrated and the residue was purified by chro... Run in C1CCOC1 (THF), C1CCOC1 (THF). RXN SMILES: [Li]CCCC.Br[C:7]1[CH:8]=[N:9][N:10]([C:12]([C:25]2[CH:30]=[CH:29][CH:28]=[CH:27][CH:26]=2)([C:19]2[CH:24]=[CH:23][CH:22]=[CH:21][CH:20]=2)[C:13]2[CH:18]=[CH:17][CH:16]=[CH:15][CH:14]=2)[CH:11]=1.[C:31]([C:34]1[CH:43]=[CH:42][C:37]([C:38]([O:40][CH3:41])=[O:39])=[CH:36][CH:35]=1)(=[O:33])[CH3:32]>C1COCC1>[OH:33][C:31]([C:34]1[CH:43]=[CH:42][C:37]([C:38]([O:40][CH3:41])=[O:39])=[CH:36][CH:35]=1)([C:7]1[CH:8]=[N:9][N:10]([C:12]([C:25]2[CH:30]=[CH:29][CH:28]=[CH:27][CH:26]=2)([C:19]2[CH:24]=[CH:23][CH:22]=[CH:21][CH:20]=2)[C:13]2[CH:18]=[CH:17][CH:16]=[CH:15][CH:14]=2)[CH:11]=1)[CH3:32].